This data is from the Open Reaction Database (ORD), a public repository of structured organic reaction records. The task is: describe an organic reaction: reactants, conditions, products, and yield Starting materials: C(CC=C)NC=1C=C(C(=O)NC(CC(CCC=C)C)C2OC(C(C2)C)=O)C=C(N1)OC (2-but-3-enylamino-6-methoxy-N-[3-methyl-1-(4-methyl-5-oxo-tetrahydro-furan-2-yl)-hept-6-enyl]-isonicotinamide). Reagents/catalysts: ‘Grubbs second generation, CC1=C(C(=CC(=C1)C)C)N1C(N(CC1)C1=C(C=C(C=C1C)C)C)=[Ru-2](=CC1=CC=CC=C1)(Cl)Cl.C1(CCCCC1)P(C1CCCCC1)C1CCCCC1 (tricyclohexylphosphine [1,3-bis(2,4,6-trimethyl-phenyl)-4,5-dihydroimidazol-2-ylidene][benzylidene]ruthenium(IV)dichloride), catalyst, catalyst. The solvent is C(Cl)Cl (DCM), C(Cl)Cl (DCM). Conditions: time 1 hour. The product is COC1=CC=2C(NC(CC(CCC=CCCNC(=N1)C2)C)C2OC(C(C2)C)=O)=O (16-Methoxy-9-methyl-11-(4-methyl-5-oxo-tetrahydro-furan-2-yl)-2,12,17-triaza-bicyclo[12.3.1]octadeca-1(17),5,14(18),15-tetraen-13-one). As a reaction SMILES: [CH2:1]([NH:5][C:6]1[CH:7]=[C:8]([CH:27]=[C:28]([O:30][CH3:31])[N:29]=1)[C:9]([NH:11][CH:12]([CH:20]1[CH2:24][CH:23]([CH3:25])[C:22](=[O:26])[O:21]1)[CH2:13][CH:14]([CH3:19])[CH2:15][CH2:16][CH:17]=[CH2:18])=[O:10])[CH2:2]C=C>C(Cl)Cl.CC1C=C(C)C=C(C)C=1N1CCN(C2C(C)=CC(C)=CC=2C)C1=[Ru-2](Cl)(Cl)=CC1C=CC=CC=1.C1(P(C2CCCCC2)C2CCCCC2)CCCCC1>[CH3:31][O:30][C:28]1[N:29]=[C:6]2[CH:7]=[C:8]([C:9](=[O:10])[NH:11][CH:12]([CH:20]3[CH2:24][CH:23]([CH3:25])[C:22](=[O:26])[O:21]3)[CH2:13][CH:14]([CH3:19])[CH2:15][CH2:16][CH:17]=[CH:18][CH2:2][CH2:1][NH:5]2)[CH:27]=1 |f:2.3|. Procedure: A solution of 90 mg (0.21 mmol) 2-but-3-enylamino-6-methoxy-N-[3-methyl-1-(4-methyl-5-oxo-tetrahydro-furan-2-yl)-hept-6-enyl]-isonicotinamide in 6 ml DCM is added dropwise over 30 min to a refluxing solution of 3.5 mg tricyclohexylphosphine [1,3-bis(2,4,6-trimethyl-phenyl)-4,5-dihydroimidazol-2-ylidene][benzylidene]ruthenium(IV)dichloride(‘Grubbs second generation catalyst’) in 6 ml DCM and then stirred for 1 h at reflux. LC/MS shows that only little product has been formed, therefore, 7 mg cata... Starting materials: ON1C(C(C1CO)N1C2=NC=NC(=C2N=C1)NC(C1=CC=CC=C1)=O)=O (1-N-Hydroxy-3-(N-benzoyladenin-9-yl)-4-hydroxymethyl-2-azetidinone), COC1=CC=C(C(C2=CC=C(C=C2)OC)(C2=CC=CC=C2)Cl)C=C1 (4,4'-dimethoxytrityl chloride). Run in N1=CC=CC=C1 (pyridine). Conditions: time 8 hour. The product is ON1C(C(C1COC(C1=CC=C(C=C1)OC)(C1=CC=C(C=C1)OC)C1=CC=CC=C1)N1C2=NC=NC(=C2N=C1)NC(C1=CC=CC=C1)=O)=O (1-N-Hydroxy-3-(N-benzoyladenin-9-yl)-4-(4,4'-dimethoxytrityloxymethyl)-2-azetidinone). RXN SMILES: [OH:1][N:2]1[CH:5]([CH2:6][OH:7])[CH:4]([N:8]2[CH:16]=[N:15][C:14]3[C:9]2=[N:10][CH:11]=[N:12][C:13]=3[NH:17][C:18](=[O:25])[C:19]2[CH:24]=[CH:23][CH:22]=[CH:21][CH:20]=2)[C:3]1=[O:26].[CH3:27][O:28][C:29]1[CH:50]=[CH:49][C:32]([C:33](Cl)([C:42]2[CH:47]=[CH:46][CH:45]=[CH:44][CH:43]=2)[C:34]2[CH:39]=[CH:38][C:37]([O:40][CH3:41])=[CH:36][CH:35]=2)=[CH:31][CH:30]=1>N1C=CC=CC=1>[OH:1][N:2]1[CH:5]([CH2:6][O:7][C:33]([C:42]2[CH:47]=[CH:46][CH:45]=[CH:44][CH:43]=2)([C:34]2[CH:39]=[CH:38][C:37]([O:40][CH3:41])=[CH:36][CH:35]=2)[C:32]2[CH:31]=[CH:30][C:29]([O:28][CH3:27])=[CH:50][CH:49]=2)[CH:4]([N:8]2[CH:16]=[N:15][C:14]3[C:9]2=[N:10][CH:11]=[N:12][C:13]=3[NH:17][C:18](=[O:25])[C:19]2[CH:24]=[CH:23][CH:22]=[CH:21][CH:20]=2)[C:3]1=[O:26]. Procedure details: 1-N-Hydroxy-3-(N-benzoyladenin-9-yl)-4-hydroxymethyl-2-azetidinone (10 mmole) is dissolved in pyridine (20 ml) and 4,4'-dimethoxytrityl chloride (12 mmole) is added and stirred under argon for 8 hours. The reaction mixture is concentrated under reduced pressure. The crude product is purified by flash chromatorgraphy using silica gel and ethyl acetate/dichloromethane/1% triethylamine as eluants to give the title compound. Reactants: COCCO, O=C(Nc1nc2cc(-c3cccc(C(F)(F)F)c3)ccc2[nH]1)c1cn2nc(Cl)ccc2n1, [H-], [Na+], CN(C)C=O, O. Product: COCCOc1ccc2nc(C(=O)Nc3nc4cc(-c5cccc(C(F)(F)F)c5)ccc4[nH]3)cn2n1. As a reaction SMILES: [CH3:1][O:2][CH2:3][CH2:4][OH:5].[F:8][C:9]([c:10]1[cH:11][c:12](-[c:16]2[cH:17][c:18]3[c:19]([nH:20][c:21]([NH:23][C:24](=[O:25])[c:26]4[n:27][c:28]5[n:29]([n:30][c:31]([Cl:34])[cH:32][cH:33]5)[cH:35]4)[n:22]3)[cH:36][cH:37]2)[cH:13][cH:14][cH:15]1)([F:38])[F:39].[H-:6].[Na+:7].[O:41]=[CH:42][N:43]([CH3:44])[CH3:45].[OH2:40]>>[CH3:1][O:2][CH2:3][CH2:4][O:5][c:31]1[n:30][n:29]2[c:28]([n:27][c:26]([C:24]([NH:23][c:21]3[nH:20][c:19]4[c:18]([cH:17][c:16](-[c:12]5[cH:11][c:10]([C:9]([F:8])([F:38])[F:39])[cH:15][cH:14][cH:13]5)[cH:37][cH:36]4)[n:22]3)=[O:25])[cH:35]2)[cH:33][cH:32]1. The reactants are CC1=CC=C(C=C1)C(=O)C1=CC=CC=C1 ((4-methylphenyl)(phenyl)methanone), COC1=CC=C(CNN)C=C1 (4-methoxybenzyl hydrazine), C(C)(=O)O (acetic acid). The solvent is CO (methanol). Product: COC1=CC=C(CN\N=C(\C2=CC=CC=C2)/C2=CC=C(C=C2)C)C=C1 ((Z)-(4-methylphenyl)(phenyl)methanone (4-methoxybenzyl)hydrazone). Reaction SMILES: [CH3:1][C:2]1[CH:7]=[CH:6][C:5]([C:8]([C:10]2[CH:15]=[CH:14][CH:13]=[CH:12][CH:11]=2)=O)=[CH:4][CH:3]=1.[CH3:16][O:17][C:18]1[CH:26]=[CH:25][C:21]([CH2:22][NH:23][NH2:24])=[CH:20][CH:19]=1.C(O)(=O)C>CO>[CH3:16][O:17][C:18]1[CH:26]=[CH:25][C:21]([CH2:22][NH:23]/[N:24]=[C:8](\[C:5]2[CH:6]=[CH:7][C:2]([CH3:1])=[CH:3][CH:4]=2)/[C:10]2[CH:15]=[CH:14][CH:13]=[CH:12][CH:11]=2)=[CH:20][CH:19]=1. Procedure details: To a solution of (4-methylphenyl)(phenyl)methanone (12) (1.9 g, 0.01 mol) in methanol was added 4-methoxybenzyl hydrazine (4.5 g, 0.035 mol) and acetic acid (0.5 mL). The mixture was reflux for 2 h. After cooling, the mixture was concentrated and the residue was extracted with CHCl3, washed with dil. HCl, followed by water, dried over MgSO4 and concentrated in vacuo, to give (Z)-(4-methylphenyl)(phenyl)methanone (4-methoxybenzyl)hydrazone (13). Next, a solution of above benzylhydrazone was disso...